This data is from the Open Reaction Database (ORD), a public repository of structured organic reaction records. The task is: describe an organic reaction: reactants, conditions, products, and yield Starting materials: N1=CC=C(C=C1)C1=NC=NN1C1=CC=C(OCC2=NC3=CC=CC=C3C=C2)C=C1 (2-[4-(5-Pyridin-4-yl-[1,2,4]triazol-1-yl)-phenoxymethyl]-quinoline), COC(C)(N(C)C)OC (N,N-dimethylacetamide dimethyl acetal), N1=C(C=CC2=CC=CC=C12)COC1=CC=C(C(=O)N)C=C1 (4-(Quinolin-2-ylmethoxy)-benzamide), N1=CC=C(C=C1)NN (Pyridin4-yl-hydrazine). The product is CC=1N=C(N(N1)C1=CC=NC=C1)C1=CC=C(OCC2=NC3=CC=CC=C3C=C2)C=C1 (2-[4-(5-Methyl-2-pyridin-4-yl-2H-[1,2,4]triazol-3-yl)-phenoxymethyl]-quinoline). RXN SMILES: N1C=CC(C2N([C:12]3[CH:29]=[CH:28][C:15]([O:16][CH2:17][C:18]4[CH:27]=[CH:26][C:25]5[C:20](=[CH:21][CH:22]=[CH:23][CH:24]=5)[N:19]=4)=[CH:14][CH:13]=3)N=CN=2)=CC=1.[N:30]1[C:39]2C(=CC=CC=2)C=[CH:32][C:31]=1COC1C=CC(C(N)=O)=CC=1.[N:51]1[CH:56]=[CH:55][C:54]([NH:57][NH2:58])=[CH:53][CH:52]=1.COC(OC)(N(C)C)C>>[CH3:32][C:31]1[N:30]=[C:39]([C:12]2[CH:13]=[CH:14][C:15]([O:16][CH2:17][C:18]3[CH:27]=[CH:26][C:25]4[C:20](=[CH:21][CH:22]=[CH:23][CH:24]=4)[N:19]=3)=[CH:28][CH:29]=2)[N:57]([C:54]2[CH:55]=[CH:56][N:51]=[CH:52][CH:53]=2)[N:58]=1. Reported procedure: Following the procedure for the preparation of 2-[4-(5-Pyridin-4-yl-[1,2,4]triazol-1-yl)-phenoxymethyl]-quinoline but substituting 4-(Quinolin-2-ylmethoxy)-benzamide, Pyridin4-yl-hydrazine and N,N-dimethylacetamide dimethyl acetal provided the title compound. 1H NMR (400 MHz, CDCl3) δ 8.61 (d, J=6.2 Hz, 2 H), 8.21 (d, J=8.7 Hz, 1 H), 8.07 (d, J=7.9 Hz, 1H, 7.83 (d, J=8.3 Hz, 1H), 7.75 (m, 1 H), 7.64 (d, J=8.3 Hz, 1 H), 7.55 (m, 1 H), 7.56 (m, 1H), 7.41 (d, J=9.1 Hz, 2 H), 7.29 (d, J=6.2 Hz, 2H),... Starting materials: S(=O)(=O)(OC)OC (dimethyl sulphate), OC1=CC=2NC3=CC=CC(=C3SC2C=C1)S(N(C)C)(=O)=O (2-hydroxy-6-dimethylsulphamoylphenothiazine), [OH-].[Na+] (sodium hydroxide). The solvent is C(C)C(=O)C (methyl ethyl ketone). Yields the product COC1=CC=2NC3=CC=CC(=C3SC2C=C1)S(N(C)C)(=O)=O (2-Methoxy-6-dimethylsulphamoylphenothiazine). Isolated yield 45.4%. RXN SMILES: S(OC)(O[CH3:5])(=O)=O.[OH:8][C:9]1[CH:22]=[CH:21][C:20]2[S:19][C:18]3[C:13](=[CH:14][CH:15]=[CH:16][C:17]=3[S:23](=[O:28])(=[O:27])[N:24]([CH3:26])[CH3:25])[NH:12][C:11]=2[CH:10]=1.[OH-].[Na+]>C(C(C)=O)C>[CH3:5][O:8][C:9]1[CH:22]=[CH:21][C:20]2[S:19][C:18]3[C:13](=[CH:14][CH:15]=[CH:16][C:17]=3[S:23](=[O:28])(=[O:27])[N:24]([CH3:25])[CH3:26])[NH:12][C:11]=2[CH:10]=1 |f:2.3|. Reported procedure: 2-Methoxy-6-dimethylsulphamoylphenothiazine (m.p. 196°-198°C.; 79.6 g.) is prepared by methylation, using dimethyl sulphate (74.5 g.), of 2-hydroxy-6-dimethylsulphamoylphenothiazine (168 g.) in the presence of powdered sodium hydroxide (30.8 g.) suspended in methyl ethyl ketone (1,820 cc.). Reaction SMILES: [CH2:1]([c:2]1[cH:3][cH:4][cH:5][cH:6][cH:7]1)[NH:8][C:9]([NH:10][c:11]1[s:12][cH:13][c:14]([C:16](=[O:17])[NH:18][CH2:19][C:20](=[O:21])[NH:22][CH2:23][CH2:24][C:25](=[O:26])[O:27][CH2:28][CH3:29])[n:15]1)=[O:30].[CH3:32][C:33](=[O:34])[OH:35].[ClH:31]>>[CH2:1]([c:2]1[cH:3][cH:4][cH:5][cH:6][cH:7]1)[NH:8][C:9]([NH:10][c:11]1[s:12][cH:13][c:14]([C:16](=[O:17])[NH:18][CH2:19][C:20](=[O:21])[NH:22][CH2:23][CH2:24][C:25](=[O:26])[OH:27])[n:15]1)=[O:30]. Starting materials: CCOC(=O)CCNC(=O)CNC(=O)c1csc(NC(=O)NCc2ccccc2)n1, CC(=O)O, Cl. The product is O=C(O)CCNC(=O)CNC(=O)c1csc(NC(=O)NCc2ccccc2)n1. As a reaction SMILES: [OH:1][N:2]=[C:3]([C:10]1[O:14][CH:13]=[N:12][C:11]=1[CH3:15])[C:4]1[CH:9]=[CH:8][CH:7]=[CH:6][CH:5]=1.Cl.Cl[CH2:18][C:19]1[N:20]=[C:21]([NH2:24])[S:22][CH:23]=1.C(=O)([O-])[O-].[Cs+].[Cs+].[I-].[K+]>O1CCOCC1.O>[CH3:15][C:11]1[N:12]=[CH:13][O:14][C:10]=1[C:3](=[N:2][O:1][CH2:18][C:19]1[N:20]=[C:21]([NH2:24])[S:22][CH:23]=1)[C:4]1[CH:5]=[CH:6][CH:7]=[CH:8][CH:9]=1 |f:1.2,3.4.5,6.7|. Run in O1CCOCC1 (dioxane), O (water). Reactants: Cl.ClCC=1N=C(SC1)N (4-(chloromethyl)-1,3-thiazol-2-amine hydrochloride), C([O-])([O-])=O.[Cs+].[Cs+] (cesium carbonate), [I-].[K+] (potassium iodide), ON=C(C1=CC=CC=C1)C1=C(N=CO1)C (N-hydroxy-1-(4-methyl-1,3-oxazol-5-yl)-1-phenylmethanimine). The product is CC=1N=COC1C(C1=CC=CC=C1)=NOCC=1N=C(SC1)N (4-[({[(4-methyl-1,3-oxazol-5-yl)(phenyl)methylene]amino-}oxy)methyl]-1,3-thiazol-2-amine). Procedure: To a solution of N-hydroxy-1-(4-methyl-1,3-oxazol-5-yl)-1-phenylmethanimine (0.18 g, 0.89 mmol prepared as described for example 320), dissolved in dioxane (17 mL) were added 4-(chloromethyl)-1,3-thiazol-2-amine hydrochloride (181 mg, 0.98 mmol), cesium carbonate (1.16 g, 3.56 mmol) and potassium iodide (15 mg, 0.9 mmol). After stirring for 48 hours at room temperature water was added and the mixture was extracted with ethyl acetate. The organic phase was dried over MgSO4, filtered and concentra... The reactants are CC(C)(C)OC(=O)N1CCC(CCO)CC1, O=C(Cl)OCCl, ClCCl, c1ccncc1. Product: CC(C)(C)OC(=O)N1CCC(CCOC(=O)OCCl)CC1. As a reaction SMILES: [C:7]([CH3:8])([CH3:9])([CH3:10])[O:11][C:12](=[O:13])[N:14]1[CH2:15][CH2:16][CH:17]([CH2:20][CH2:21][OH:22])[CH2:18][CH2:19]1.[Cl:23][C:24](=[O:25])[O:26][CH2:27][Cl:28].[Cl:29][CH2:30][Cl:31].[cH:1]1[cH:2][cH:3][n:4][cH:5][cH:6]1>>[C:7]([CH3:8])([CH3:9])([CH3:10])[O:11][C:12](=[O:13])[N:14]1[CH2:15][CH2:16][CH:17]([CH2:20][CH2:21][O:22][C:24](=[O:25])[O:26][CH2:27][Cl:28])[CH2:18][CH2:19]1. Starting materials: ClC1=C(C=C(C=C1)[N+](=O)[O-])C=1NC(=CN1)C1=CC=CC=C1 (2-(2-chloro-5-nitrophenyl)-5-phenyl-1H-imidazole). The solvent is CCO (EtOH). Conditions: time 10 minute. The product is ClC1=C(C=C(N)C=C1)C=1NC(=CN1)C1=CC=CC=C1 (4-Chloro-3-(5-phenyl-1H-imidazol-2-yl) aniline). As a reaction SMILES: [Cl:1][C:2]1[CH:7]=[CH:6][C:5]([N+:8]([O-])=O)=[CH:4][C:3]=1[C:11]1[NH:12][C:13]([C:16]2[CH:21]=[CH:20][CH:19]=[CH:18][CH:17]=2)=[CH:14][N:15]=1>CCO>[Cl:1][C:2]1[CH:7]=[CH:6][C:5]([NH2:8])=[CH:4][C:3]=1[C:11]1[NH:12][C:13]([C:16]2[CH:21]=[CH:20][CH:19]=[CH:18][CH:17]=2)=[CH:14][N:15]=1. Reported procedure: To a solution of 2-(2-chloro-5-nitrophenyl)-5-phenyl-1H-imidazole (27 g, 90.3 mmol) in EtOH (200 ml) is added 5 nCl2.2H2O (71 g, 316 mmol). The mixture is refluxed for 2 hours, cooled to room temperature and then concentrated. Ethyl acetate (200 ml) and NaOH (25 g in 100 ml water) are added to the residue and the mixture is stirred for 10 minutes at room temperature. The solid is removed by filtering through celite pad. The filtrate is separated and the organic layer is further washed with brine...